This data is from the Open Reaction Database (ORD), a public repository of structured organic reaction records. The task is: describe an organic reaction: reactants, conditions, products, and yield The reactants are CSC=1SCCN1 (2-methylthio-2-thiazoline), Cl.ClC=1C(=C(C=CC1)C)NN (3-chloro-2-tolyl-hydrazine hydrochloride). As a reaction SMILES: CS[C:3]1[S:4][CH2:5][CH2:6][N:7]=1.Cl.[Cl:9][C:10]1[C:11]([NH:17][NH2:18])=[C:12]([CH3:16])[CH:13]=[CH:14][CH:15]=1>C(O)(C)C>[Cl:9][C:10]1[C:11]([NH:17][NH:18][C:3]2[S:4][CH2:5][CH2:6][N:7]=2)=[C:12]([CH3:16])[CH:13]=[CH:14][CH:15]=1 |f:1.2|. Reported procedure: A solution of 11.2 g (5% excess) of 2-methylthio-2-thiazoline in 20 ml of isopropanol was added slowly in the course of 30 minutes to a suspension, which was stirred under reflux, of 15.5 g (0.08 mol) of 3-chloro-2-tolyl-hydrazine hydrochloride in 100 ml of isopropanol. Product: ClC=1C(=C(C=CC1)C)NNC=1SCCN1 (2-[2-(3-chloro-2-tolyl)-hydrazino]-2-thiazoline). The solvent is C(C)(C)O (isopropanol), C(C)(C)O (isopropanol). Reactants: BrC=1C=C(C=O)C=CC1 (3-bromobenzaldehyde), ClC=1C=C(C=CC1)O (3-Chlorophenol), [H-].[Na+] (sodium hydride), suspension, cuprous cloride, Cl (hydrochloric acid). The solvent is O (water), N1=CC=CC=C1 (pyridine). Yields the product ClC=1C=C(OC=2C=C(C=O)C=CC2)C=CC1 (3-(3-Chlorophenoxy)benzaldehyde). Reaction SMILES: Br[C:2]1[CH:3]=[C:4]([CH:7]=[CH:8][CH:9]=1)[CH:5]=[O:6].[Cl:10][C:11]1[CH:12]=[C:13]([OH:17])[CH:14]=[CH:15][CH:16]=1.[H-].[Na+].Cl>N1C=CC=CC=1.O>[Cl:10][C:11]1[CH:12]=[C:13]([CH:14]=[CH:15][CH:16]=1)[O:17][C:2]1[CH:3]=[C:4]([CH:7]=[CH:8][CH:9]=1)[CH:5]=[O:6] |f:2.3|. Procedure details: A mixture of 3-bromobenzaldehyde (6.0g), 3-Chlorophenol (4.8g), sodium hydride (1.3 g of an 80% suspension in oil) and cuprous cloride (1 g) was heated under reflux in pyridine (125 ml) under an atmosphere of nitrogen gas for 16 hours. The mixture was cooled, diluted with water, acidified with hydrochloric acid and extracted with diethyl ether. The etheral extracts were dried (Na2SO4), concentrated and purified by chromatography on silica gel eluting with ethyl acetate-petroleum ether (1:9) to g... The reactants are CO, CCCCC, CC(C)Oc1cc(NN)c(Cl)cc1Cl, N#CC(F)(F)F. Yields the product CC(C)Oc1cc(NNC(=N)C(F)(F)F)c(Cl)cc1Cl. RXN SMILES: [CH3:21][OH:22].[CH3:23][CH2:24][CH2:25][CH2:26][CH3:27].[Cl:1][c:2]1[c:3]([NH:13][NH2:14])[cH:4][c:5]([O:9][CH:10]([CH3:11])[CH3:12])[c:6]([Cl:8])[cH:7]1.[F:15][C:16]([C:17]#[N:18])([F:19])[F:20]>>[Cl:1][c:2]1[c:3]([NH:13][NH:14][C:17]([C:16]([F:15])([F:19])[F:20])=[NH:18])[cH:4][c:5]([O:9][CH:10]([CH3:11])[CH3:12])[c:6]([Cl:8])[cH:7]1. As a reaction SMILES: [CH3:24][C:25](=[O:26])[CH3:27].[Cl:21][CH2:22][Cl:23].[ClH:20].[O:1]1[CH2:4][CH2:3][O:2][C:5]12[CH2:6][CH2:7][CH:8]([C:11]([CH3:12])([c:13]1[cH:14][cH:15][cH:16][cH:17][cH:18]1)[NH2:19])[CH2:9][CH2:10]2>>[O:1]=[C:5]1[CH2:6][CH2:7][CH:8]([C:11]([CH3:12])([c:13]2[cH:14][cH:15][cH:16][cH:17][cH:18]2)[NH2:19])[CH2:9][CH2:10]1. Yields the product CC(N)(c1ccccc1)C1CCC(=O)CC1. Reactants: CC(C)=O, ClCCl, Cl, CC(N)(c1ccccc1)C1CCC2(CC1)OCCO2. The reactants are CC1=CC=C(S1)C(C(=O)O)CC(=O)O ((5-methyl-2-thienyl) succinic acid), polyphosphoric acid, C=1(C(=CC=CC1)C)C (xylene). Solvent: O (water). Conditions: temperature 100 celsius, time 3 hour. Product: CC1=CC2=C(S1)C(CC2=O)C(=O)O (2-methyl-4oxo-5,6-dihydro-4H-cyclopenta[b]thiophene-6-carboxylic acid). Isolated yield 26.5%. As a reaction SMILES: [CH3:1][C:2]1[S:6][C:5]([CH:7]([CH2:11][C:12]([OH:14])=O)[C:8]([OH:10])=[O:9])=[CH:4][CH:3]=1.C1(C)C(C)=CC=CC=1>O>[CH3:1][C:2]1[S:6][C:5]2[CH:7]([C:8]([OH:10])=[O:9])[CH2:11][C:12](=[O:14])[C:4]=2[CH:3]=1. Procedure details: 23.5 g of (5-methyl-2-thienyl) succinic acid was added to a mixture of 1.2 kg of polyphosphoric acid and 200 cc of xylene, previously heated to 100° C., and stirred for 3 hours at this temperature. After cooling to 80° C. the reaction mixture was poured in 4 liters of water and extracted with ethyl acetate. The organic phase was washed with water, dried on sodium sulfate then concentrated under reduced pressure. The residue was chromatographed on a silica column (successive eluants: 1/1 hexane-e...